From a dataset of the Open Reaction Database (ORD), a public repository of structured organic reaction records. describe an organic reaction: reactants, conditions, products, and yield The reactants are C(C)(C)(C)OC(NC1=C(C=C(C=C1)Cl)[N+](=O)[O-])=O ((4-chloro-2-nitro-phenyl)-carbamic acid tert-butyl ester), O.O.Cl[Sn]Cl (SnCl2.2H2O). Yields the product C(C)(C)(C)OC(NC1=C(C=C(C=C1)Cl)N)=O ((2-Amino-4-chloro-phenyl)-carbamic acid tert-butyl ester), solid. RXN SMILES: [C:1]([O:5][C:6](=[O:18])[NH:7][C:8]1[CH:13]=[CH:12][C:11]([Cl:14])=[CH:10][C:9]=1[N+:15]([O-])=O)([CH3:4])([CH3:3])[CH3:2].O.O.Cl[Sn]Cl>>[C:1]([O:5][C:6](=[O:18])[NH:7][C:8]1[CH:13]=[CH:12][C:11]([Cl:14])=[CH:10][C:9]=1[NH2:15])([CH3:4])([CH3:2])[CH3:3] |f:1.2.3|. Procedure: The title compound was prepared from (4-chloro-2-nitro-phenyl)-carbamic acid tert-butyl ester (Example A5) (22.12 g, 85 mmol) by reduction with SnCl2.2H2O according to the general procedure J (method b). Obtained as a red solid (13.93 g). Starting materials: FC=1C=C(OCC[C@H]2[C@H](C2)C2CCN(CC2)C(=O)OC2(CC2)C)C=CC1CC(=O)OC (1-methylcyclopropyl 4-[(1R,2S)-2-{2-[3-fluoro-4-(2-methoxy-2-oxoethyl)phenoxy]ethyl}cyclopropyl]piperidine-1-carboxylate), CO (methanol), Cl (hydrochloric acid), [OH-].[Li+] (Lithium hydroxide). The solvent is O1CCCC1 (tetrahydrofuran), O (water). Run at time 8 hour. Product: FC1=C(C=CC(=C1)OCC[C@H]1[C@H](C1)C1CCN(CC1)C(=O)OC1(CC1)C)CC(=O)O ((2-fluoro-4-{2-[(1S,2R)-2-(1-{[(1-methylcyclopropyl)oxy]carbonyl}piperidin-4-yl)cyclopropyl]ethoxy}phenyl)acetic acid). RXN SMILES: [F:1][C:2]1[CH:3]=[C:4]([CH:24]=[CH:25][C:26]=1[CH2:27][C:28]([O:30]C)=[O:29])[O:5][CH2:6][CH2:7][C@@H:8]1[CH2:10][C@@H:9]1[CH:11]1[CH2:16][CH2:15][N:14]([C:17]([O:19][C:20]2([CH3:23])[CH2:22][CH2:21]2)=[O:18])[CH2:13][CH2:12]1.CO.[OH-].[Li+].Cl>O1CCCC1.O>[F:1][C:2]1[CH:3]=[C:4]([O:5][CH2:6][CH2:7][C@@H:8]2[CH2:10][C@@H:9]2[CH:11]2[CH2:12][CH2:13][N:14]([C:17]([O:19][C:20]3([CH3:23])[CH2:21][CH2:22]3)=[O:18])[CH2:15][CH2:16]2)[CH:24]=[CH:25][C:26]=1[CH2:27][C:28]([OH:30])=[O:29] |f:2.3|. Procedure: To a solution of 1-methylcyclopropyl 4-[(1R,2S)-2-{2-[3-fluoro-4-(2-methoxy-2-oxoethyl)phenoxy]ethyl}cyclopropyl]piperidine-1-carboxylate (0.450 g, 1.04 mmol) in 14 ml anhydrous tetrahydrofuran was added by 7 ml methanol and 7 ml water. Lithium hydroxide (0.393 g, 16.39 mmol) was added into the reaction mixture, and the reaction was stirred at RT overnight. 1 M hydrochloric acid was added to adjust the pH to 4. The volatiles were removed under vacuum, and the remaining aqueous layer was extracte...